This data is from the Open Reaction Database (ORD), a public repository of structured organic reaction records. The task is: describe an organic reaction: reactants, conditions, products, and yield Reactants: BrC=1C=C2C=CC(=CC2=CC1)C(=O)O (6-bromo-2-naphthoic acid), COC1=CC=C(C=C1)B(O)O (4-methoxy-benzeneboronic acid), C1(=CC=CC=C1)P(C1=CC=CC=C1)C1=CC=CC=C1 (triphenylphosphine), C(=O)([O-])[O-].[Na+].[Na+] (Na2CO3). The reagents and catalysts are C(C)(=O)[O-].[Pd+2].C(C)(=O)[O-] (Palladium acetate). Solvent: O (water), C(CC)O (1-propanol), O (water). Conditions: time 30 minute. The product is COC1=CC=C(C=C1)C=1C=C2C=CC(=CC2=CC1)C(=O)O (6-(4′methoxyphenyl)-2-naphthoic acid). Isolated yield 80.5%. Reaction SMILES: Br[C:2]1[CH:3]=[C:4]2[C:9](=[CH:10][CH:11]=1)[CH:8]=[C:7]([C:12]([OH:14])=[O:13])[CH:6]=[CH:5]2.[CH3:15][O:16][C:17]1[CH:22]=[CH:21][C:20](B(O)O)=[CH:19][CH:18]=1.C1(P(C2C=CC=CC=2)C2C=CC=CC=2)C=CC=CC=1.C([O-])([O-])=O.[Na+].[Na+]>C([O-])(=O)C.[Pd+2].C([O-])(=O)C.O.C(O)CC>[CH3:15][O:16][C:17]1[CH:22]=[CH:21][C:20]([C:2]2[CH:3]=[C:4]3[C:9](=[CH:10][CH:11]=2)[CH:8]=[C:7]([C:12]([OH:14])=[O:13])[CH:6]=[CH:5]3)=[CH:19][CH:18]=1 |f:3.4.5,6.7.8|. Reported procedure: In an 100 mL three-necked RB flask equipped with a magnetic bar, a condenser, and a nitrogen gas inlet, 6-bromo-2-naphthoic acid (2.62 g, 96%, 10 mmol), 4-methoxy-benzeneboronic acid (1.52 g, 10 mmol) and 1-propanol (20 mL) were mixed and stirred at room temperature for about 30 min. Palladium acetate (0.007 g, 0.003 equiv., 0.03 mmol), triphenylphosphine (0.024 g, 0.009 equiv., 0.9 mmol), Na2CO3 solution (2 M, 8 mL, 1.20 equiv., 12 mmol) and water (4 mL) were added and the mixture was refluxed ...